Dataset: the Open Reaction Database (ORD), a public repository of structured organic reaction records. Task: describe an organic reaction: reactants, conditions, products, and yield Starting materials: CC(=CC1CCCN1C(=O)OC(C)(C)C)C(=O)OCc1ccccc1, C1CCOC1, CCS, CC(C)(C)[O-], [K+]. The product is CCSC(C(C)C(=O)OCc1ccccc1)C1CCCN1C(=O)OC(C)(C)C. RXN SMILES: [C:10]([CH3:11])([CH3:12])([CH3:13])[O:14][C:15](=[O:16])[N:17]1[CH:18]([CH:22]=[C:23]([CH3:24])[C:25](=[O:26])[O:27][CH2:28][c:29]2[cH:30][cH:31][cH:32][cH:33][cH:34]2)[CH2:19][CH2:20][CH2:21]1.[CH2:35]1[O:36][CH2:37][CH2:38][CH2:39]1.[CH2:7]([CH3:8])[SH:9].[CH3:1][C:2]([CH3:3])([O-:4])[CH3:5].[K+:6]>>[CH2:7]([CH3:8])[S:9][CH:22]([CH:18]1[N:17]([C:15]([O:14][C:10]([CH3:11])([CH3:12])[CH3:13])=[O:16])[CH2:21][CH2:20][CH2:19]1)[CH:23]([CH3:24])[C:25](=[O:26])[O:27][CH2:28][c:29]1[cH:30][cH:31][cH:32][cH:33][cH:34]1.